Dataset: the Open Reaction Database (ORD), a public repository of structured organic reaction records. Task: describe an organic reaction: reactants, conditions, products, and yield Solvent: O1CCCC1 (tetrahydrofuran). The product is COCCCCCCCCCCCC(=O)N (12-Methoxydodecanamide). The reactants are COCCCCCCCCCCCC(=O)Cl (12-Methoxy-1-dodecanoyl Chloride), N (ammonia). Procedure details: To the title product from Example 11 (1.1 g, 4.3 mmol) in 70 mL of anhydrous tetrahydrofuran was added 20 mL of freshly distilled liquid ammonia in a Parr shaker which was sealed and shaken at room temperature for 16 hours. After filtering and concentration, the crude residue was dissolved in anhydrous methanol and passed through a basic ion exchange resin and eluted with anhydrous methanol. Concentration afforded the title compound (780 mg) as a white solid, m.p. 83.9°-85.6° C. (DSC). The struc... As a reaction SMILES: [CH3:1][O:2][CH2:3][CH2:4][CH2:5][CH2:6][CH2:7][CH2:8][CH2:9][CH2:10][CH2:11][CH2:12][CH2:13][C:14](Cl)=[O:15].[NH3:17]>O1CCCC1>[CH3:1][O:2][CH2:3][CH2:4][CH2:5][CH2:6][CH2:7][CH2:8][CH2:9][CH2:10][CH2:11][CH2:12][CH2:13][C:14]([NH2:17])=[O:15]. Conditions: time 16 hour.